From a dataset of the Open Reaction Database (ORD), a public repository of structured organic reaction records. describe an organic reaction: reactants, conditions, products, and yield The reactants are Cl.ClC1=C(N)C(=CC=C1)CC (2-chloro-6-ethylaniline hydrochloride), C(#N)NC(=N)N (cyanoguanidine), CCOCC (ether). The solvent is C1=C(C=CC=C1O)C (m-cresol). Product: Cl.ClC1=C(C(=CC=C1)CC)NC(=N)NC(=N)N (1-(2-chloro-6-ethylphenyl)biguanide hydrochloride). As a reaction SMILES: Cl.[Cl:2][C:3]1[CH:9]=[CH:8][CH:7]=[C:6]([CH2:10][CH3:11])[C:4]=1[NH2:5].[C:12]([NH:14][C:15]([NH2:17])=[NH:16])#[N:13].CCOCC>C1C(O)=CC=CC=1C>[ClH:2].[Cl:2][C:3]1[CH:9]=[CH:8][CH:7]=[C:6]([CH2:10][CH3:11])[C:4]=1[NH:5][C:12]([NH:14][C:15]([NH2:17])=[NH:16])=[NH:13] |f:0.1,5.6|. Reported procedure: A mixture of 3 g. (0.0156 mole) of 2-chloro-6-ethylaniline hydrochloride and 1.35 g. (0.016 mole) of cyanoguanidine in 25 ml of m-cresol is heated on a steam bath for 1 hour. The reaction mixture is then cooled and 250 ml of ether is added. The preciptate is filtered off and dissolved in 100 ml of warm water, charcoaled and filtered and cooled in an ice bath. 10% sodium hydroxide solution is then added to make the mixture strongly basic. The mixture is then filtered and washed with water. This i...